From a dataset of the Open Reaction Database (ORD), a public repository of structured organic reaction records. describe an organic reaction: reactants, conditions, products, and yield Starting materials: N (ammonia), CC1=C(C(=O)O)C=CC(=C1)OC(F)(F)F (2-methyl-4-(trifluoromethoxy)benzoic acid), S(=O)(Cl)Cl (thionyl chloride), ice. The solvent is CN(C)C=O (DMF). Conditions: temperature 60 celsius, time 1 hour. The product is CC1=C(C(=O)N)C=CC(=C1)OC(F)(F)F (2-Methyl-4-(trifluoromethoxy)benzamide). Reaction SMILES: [CH3:1][C:2]1[CH:10]=[C:9]([O:11][C:12]([F:15])([F:14])[F:13])[CH:8]=[CH:7][C:3]=1[C:4](O)=[O:5].S(Cl)(Cl)=O.[NH3:20]>CN(C=O)C>[CH3:1][C:2]1[CH:10]=[C:9]([O:11][C:12]([F:15])([F:14])[F:13])[CH:8]=[CH:7][C:3]=1[C:4]([NH2:20])=[O:5]. Procedure: 795 mg (3.61 mmol) of 2-methyl-4-(trifluoromethoxy)benzoic acid are heated with 4 ml (54.8 mmol) of thionyl chloride and a drop of DMF for 30 min under reflux. After cooling the reaction mixture is added slowly dropwise into an ice-cooled concentrated aqueous ammonia solution. The resulting precipitate is collected by suction filtration, taken up in 30 ml of water and stirred for 1 h at 60° C. The reaction mixture is left to cool, the solid is collected by filtration and dried under vacuum. Yiel... Reactants: O1C(=CC2=C1C=CC=C2)/C=C/C=C(/C(=O)OC)\OC (methyl (2Z,4E)-5-(benzofuran-2-yl)-2-methoxy-2,4-pentadienoate), CCO.O (EtOH water). The solvent is O (water). Yields the product O1C(=CC2=C1C=CC=C2)/C=C/C=C(/C(=O)O)\OC ((2Z,4E)-5-(Benzofuran-2-yl)-2-methoxy-2,4-pentadienoic acid). Isolated yield 84.8%. As a reaction SMILES: [O:1]1[C:5]2[CH:6]=[CH:7][CH:8]=[CH:9][C:4]=2[CH:3]=[C:2]1/[CH:10]=[CH:11]/[CH:12]=[C:13](\[O:18][CH3:19])/[C:14]([O:16]C)=[O:15].CCO.O>O>[O:1]1[C:5]2[CH:6]=[CH:7][CH:8]=[CH:9][C:4]=2[CH:3]=[C:2]1/[CH:10]=[CH:11]/[CH:12]=[C:13](\[O:18][CH3:19])/[C:14]([OH:16])=[O:15] |f:1.2|. Procedure: To a stirred solution of methyl (2Z,4E)-5-(benzofuran-2-yl)-2-methoxy-2,4-pentadienoate (1.0 g, 3.87 mmol) in EtOH/water 1/1 (80 ml) potassium hydroxide (0.43 g, 7.66 mmol) was added. The solution was refluxed for 1 hour, then it was cooled to RT and poured into water (200 ml). After acidification to pH 2 (1N HCl) the resulting suspension was extracted with EtOAc (3×50 ml). The organic phase was washed with water (2×30 ml), dried (MgSO4) and concentrated to give a yellow solid. This was repeated... The reactants are BrC1=CC(=C(C=C1)C(=O)N1CCN(CC1)C1=NC=C(C=C1C)CC)S(=O)(=O)C ((4-bromo-2-methanesulfonylphenyl)[4-(5-ethyl-3-methylpyridin-2-yl)piperazin-1-yl]methanone), CN1C(NCC1)=O (1-methylimidazolidin-2-one). The product is C(C)C=1C=C(C(=NC1)N1CCN(CC1)C(=O)C1=C(C=C(C=C1)N1C(N(CC1)C)=O)S(=O)(=O)C)C (1-{4-[4-(5-ethyl-3-methylpyridin-2-yl)piperazine-1-carbonyl]-3-methanesulfonylphenyl}-3-methylimidazolidin-2-one). Isolated yield 84.9%. Reaction SMILES: Br[C:2]1[CH:7]=[CH:6][C:5]([C:8]([N:10]2[CH2:15][CH2:14][N:13]([C:16]3[C:21]([CH3:22])=[CH:20][C:19]([CH2:23][CH3:24])=[CH:18][N:17]=3)[CH2:12][CH2:11]2)=[O:9])=[C:4]([S:25]([CH3:28])(=[O:27])=[O:26])[CH:3]=1.[CH3:29][N:30]1[CH2:34][CH2:33][NH:32][C:31]1=[O:35]>>[CH2:23]([C:19]1[CH:20]=[C:21]([CH3:22])[C:16]([N:13]2[CH2:14][CH2:15][N:10]([C:8]([C:5]3[CH:6]=[CH:7][C:2]([N:32]4[CH2:33][CH2:34][N:30]([CH3:29])[C:31]4=[O:35])=[CH:3][C:4]=3[S:25]([CH3:28])(=[O:27])=[O:26])=[O:9])[CH2:11][CH2:12]2)=[N:17][CH:18]=1)[CH3:24]. Procedure details: Using (4-bromo-2-methanesulfonylphenyl)[4-(5-ethyl-3-methylpyridin-2-yl)piperazin-1-yl]methanone (466 mg) described in Preparation Example 254 and 1-methylimidazolidin-2-one (120 mg) and by the reaction and treatment in the same manner as in Example 1, the title compound (412 mg) was obtained.